The task is: describe an organic reaction: reactants, conditions, products, and yield. This data is from the Open Reaction Database (ORD), a public repository of structured organic reaction records. Starting materials: [Br-], COC(=O)C(C)(C)CCC(=NS(=O)C(C)(C)C)c1cc(F)cc(F)c1, C[Mg+], CCOCC, ClCCl. The product is COC(=O)C(C)(C)CCC(C)(NS(=O)C(C)(C)C)c1cc(F)cc(F)c1. As a reaction SMILES: [Br-:26].[C:1]([CH3:2])([CH3:3])([CH3:4])[S:5](=[O:6])[N:7]=[C:8]([CH2:9][CH2:10][C:11]([C:12](=[O:13])[O:14][CH3:15])([CH3:16])[CH3:17])[c:18]1[cH:19][c:20]([F:25])[cH:21][c:22]([F:24])[cH:23]1.[CH3:27][Mg+:28].[CH3:29][CH2:30][O:31][CH2:32][CH3:33].[Cl:34][CH2:35][Cl:36]>>[C:1]([CH3:2])([CH3:3])([CH3:4])[S:5](=[O:6])[NH:7][C:8]([CH2:9][CH2:10][C:11]([C:12](=[O:13])[O:14][CH3:15])([CH3:16])[CH3:17])([c:18]1[cH:19][c:20]([F:25])[cH:21][c:22]([F:24])[cH:23]1)[CH3:29]. Yield: 35.0%. Product: BrC1=C(C=C(C=C1OC)C1=CC=C(O1)C(C(C1=CC=C(C=C1)C=1C=NC=CC1)OC)=O)OC (1-(5-(4-Bromo-3,5-dimethoxyphenyl)furan-2-yl)-2-methoxy-2-(4-(pyridin-3-yl)phenyl)ethanone), solid. Procedure details: 1-(5-(4-Bromo-3,5-dimethoxyphenyl)furan-2-yl)-2-methoxy-2-(4-(pyridin-3-yl)phenyl)ethanone was prepared from 2-(4-bromo-3,5-dimethoxyphenyl)furan and N,2-dimethoxy-N-methyl-2-(4-(pyridin-3-yl)phenyl)acetamide according to the procedure used in Example 30. Purification by chromatography (50% EtOAc/hexanes) gave the product as an off white solid (0.126 g, 35% yield). MS: m/z 508.2 [M+H]+. RXN SMILES: [Br:1][C:2]1[C:7]([O:8][CH3:9])=[CH:6][C:5]([C:10]2[O:11][CH:12]=[CH:13][CH:14]=2)=[CH:4][C:3]=1[O:15][CH3:16].CON(C)[C:20](=[O:36])[CH:21]([O:34][CH3:35])[C:22]1[CH:27]=[CH:26][C:25]([C:28]2[CH:29]=[N:30][CH:31]=[CH:32][CH:33]=2)=[CH:24][CH:23]=1>>[Br:1][C:2]1[C:7]([O:8][CH3:9])=[CH:6][C:5]([C:10]2[O:11][C:12]([C:20](=[O:36])[CH:21]([O:34][CH3:35])[C:22]3[CH:23]=[CH:24][C:25]([C:28]4[CH:29]=[N:30][CH:31]=[CH:32][CH:33]=4)=[CH:26][CH:27]=3)=[CH:13][CH:14]=2)=[CH:4][C:3]=1[O:15][CH3:16]. Starting materials: BrC1=C(C=C(C=C1OC)C=1OC=CC1)OC (2-(4-bromo-3,5-dimethoxyphenyl)furan), CON(C(C(C1=CC=C(C=C1)C=1C=NC=CC1)OC)=O)C (N,2-dimethoxy-N-methyl-2-(4-(pyridin-3-yl)phenyl)acetamide). Starting materials: BrC(Br)(Br)Br, ClCCl, OCc1cc2ccccc2cc1I, c1ccc(P(c2ccccc2)c2ccccc2)cc1. Product: BrCc1cc2ccccc2cc1I. Reaction SMILES: [C:20]([Br:21])([Br:22])([Br:23])[Br:24].[Cl:38][CH2:39][Cl:40].[I:25][c:26]1[c:27]([CH2:36][OH:37])[cH:28][c:29]2[cH:30][cH:31][cH:32][cH:33][c:34]2[cH:35]1.[c:1]1([P:2]([c:3]2[cH:4][cH:5][cH:6][cH:7][cH:8]2)[c:9]2[cH:10][cH:11][cH:12][cH:13][cH:14]2)[cH:15][cH:16][cH:17][cH:18][cH:19]1>>[CH2:20]([Br:24])[c:27]1[c:26]([I:25])[cH:35][c:34]2[c:29]([cH:28]1)[cH:30][cH:31][cH:32][cH:33]2. Reactants: C(C1=CC=CC=C1)OC(=O)N1C(CC(C2=CC=CC=C12)N(C1CC1)C(C)=O)C (Benzyl-4-[acetyl(cyclopropyl)amino]-2-methyl-3,4-dihydroquinoline-1(2H)-carboxylate). The reagents and catalysts are [Pd] (Palladium on Carbon). Solvent: CO (MeOH). Conditions: time 8 hour. The product is C1(CC1)N(C(C)=O)C1CC(NC2=CC=CC=C12)C (N-cyclopropyl-N-(2-methyl-1,2,3,4-tetrahydroquinolin-4-yl)acetamide). As a reaction SMILES: C(OC([N:11]1[C:20]2[C:15](=[CH:16][CH:17]=[CH:18][CH:19]=2)[CH:14]([N:21]([C:25](=[O:27])[CH3:26])[CH:22]2[CH2:24][CH2:23]2)[CH2:13][CH:12]1[CH3:28])=O)C1C=CC=CC=1>CO.[Pd]>[CH:22]1([N:21]([CH:14]2[C:15]3[C:20](=[CH:19][CH:18]=[CH:17][CH:16]=3)[NH:11][CH:12]([CH3:28])[CH2:13]2)[C:25](=[O:27])[CH3:26])[CH2:23][CH2:24]1. Procedure details: Benzyl-4-[acetyl(cyclopropyl)amino]-2-methyl-3,4-dihydroquinoline-1(2H)-carboxylate was dissolved in MeOH and a catalytic amount of Palladium on Carbon (10%) was added. The round bottom flask in which resided the resulting solution was evacuated and backfilled with hydrogen. The reaction was stirred under the hydrogen atomosphere overnight. The mixture was carefully filtered through a Celite® plug and concentrated to afford crude product. The crude residue was purified by silica gel chromatograp...